From a dataset of the Open Reaction Database (ORD), a public repository of structured organic reaction records. describe an organic reaction: reactants, conditions, products, and yield The reactants are COC(=O)c1ccc(CO)nc1, ClC(Cl)Cl, O=S(Cl)Cl. Product: COC(=O)c1ccc(CCl)nc1. Reaction SMILES: [CH3:5][O:6][C:7]([c:8]1[cH:9][n:10][c:11]([CH2:14][OH:15])[cH:12][cH:13]1)=[O:16].[CH:17]([Cl:18])([Cl:19])[Cl:20].[S:1]([Cl:2])([Cl:3])=[O:4]>>[Cl:3][CH2:14][c:11]1[n:10][cH:9][c:8]([C:7]([O:6][CH3:5])=[O:16])[cH:13][cH:12]1. The reactants are CC(C)(C)S(=O)/N=C/C=1C=NNC1C ((E)-2-methyl-N-((5-methyl-1H-pyrazol-4-yl)methylene)propane-2-sulfinamide), solution, C[Mg+].[Br-] (MeMgBr). The solvent is C1CCOC1 (THF), C1CCOC1 (THF). Reaction conditions: time 60 minute. The product is CC(C)(C)S(=O)NC(C)C=1C=NNC1C (2-Methyl-N-(1-(5-methyl-1H-pyrazol-4-yl)ethyl)propane-2-sulfinamide). Reaction SMILES: [CH3:1][C:2]([S:5](/[N:7]=[CH:8]/[C:9]1[CH:10]=[N:11][NH:12][C:13]=1[CH3:14])=[O:6])([CH3:4])[CH3:3].[CH3:15][Mg+].[Br-]>C1COCC1>[CH3:4][C:2]([S:5]([NH:7][CH:8]([C:9]1[CH:10]=[N:11][NH:12][C:13]=1[CH3:14])[CH3:15])=[O:6])([CH3:1])[CH3:3] |f:1.2|. Procedure: To a solution of (E)-2-methyl-N-((5-methyl-1H-pyrazol-4-yl)methylene)propane-2-sulfinamide (Step A9B) (2.1 g, 9.29 mmol) in THF (45 ml) was added a 1M solution of MeMgBr in THF (27.9 ml, 27.9 mmol) at −48° C. under nitrogen. After being stirred for 60 min, the reaction mixture was allowed to warm to rt and then heated at 90° C. for 4 hours.